Dataset: the Open Reaction Database (ORD), a public repository of structured organic reaction records. Task: describe an organic reaction: reactants, conditions, products, and yield Starting materials: CNCC(OC)OC, CN(C)C=O, O, O=C(O)C1CCC(O)CC1, On1nnc2ccccc21. Product: COC(CN(C)C(=O)C1CCC(O)CC1)OC. As a reaction SMILES: [CH3:11][O:12][CH:13]([CH2:14][NH:15][CH3:16])[O:17][CH3:18].[O:30]=[CH:31][N:32]([CH3:33])[CH3:34].[OH2:19].[OH:1][CH:2]1[CH2:3][CH2:4][CH:5]([C:8]([OH:9])=[O:10])[CH2:6][CH2:7]1.[OH:20][n:21]1[c:22]2[cH:23][cH:24][cH:25][cH:26][c:27]2[n:28][n:29]1>>[OH:1][CH:2]1[CH2:3][CH2:4][CH:5]([C:8](=[O:10])[N:15]([CH2:14][CH:13]([O:12][CH3:11])[O:17][CH3:18])[CH3:16])[CH2:6][CH2:7]1.